From a dataset of the Open Reaction Database (ORD), a public repository of structured organic reaction records. describe an organic reaction: reactants, conditions, products, and yield Reactants: [OH-].[K+] (potassium hydroxide), ClC(C(O)C1=CC(=CC=C1)OC(F)(F)F)Cl (2,2-Dichloro-1-[3-(trifluoromethoxy)phenyl]ethanol), NC(=S)N (thiourea), [OH-].[K+] (potassium hydroxide). Solvent: CO (methanol). Reaction conditions: temperature 50 celsius. Product: FC(OC=1C=C(C=CC1)C1=CN=C(S1)N)(F)F (5-[3-(Trifluoromethoxy)phenyl]-1,3-thiazol-2-amine). RXN SMILES: Cl[CH:2](Cl)[CH:3]([C:5]1[CH:10]=[CH:9][CH:8]=[C:7]([O:11][C:12]([F:15])([F:14])[F:13])[CH:6]=1)O.[NH2:17][C:18]([NH2:20])=[S:19].[OH-].[K+]>CO>[F:13][C:12]([F:15])([F:14])[O:11][C:7]1[CH:6]=[C:5]([C:3]2[S:19][C:18]([NH2:20])=[N:17][CH:2]=2)[CH:10]=[CH:9][CH:8]=1 |f:2.3|. Procedure details: 19-7 (0.182 g, 0.662 mmol) and thiourea (0.050 g, 0.662 mmol) were dissolved in methanol. Solid potassium hydroxide (0.037 g, 0.662 mmol) was then added and warmed to 50° C. while stirring under N2. Additional solid potassium hydroxide pellets were added until the reaction was complete. The reaction was then directly loaded onto a C18 preparative HPLC column. The titled compound was isolated upon evaporation. H1 NMR (DMSO): 7.75 ppm (s, 1H); 7.51 ppm (m, 3H); 7.26 ppm (d, 2H).